From a dataset of the Open Reaction Database (ORD), a public repository of structured organic reaction records. describe an organic reaction: reactants, conditions, products, and yield Starting materials: C(C1=CC=CC=C1)C1=NN=C(C2=CC=CC=C12)N1CCNCC1 (1-benzyl-4-piperazin-1yl-phthalazine), BrC1=CC=C(C=C1)C(F)(F)F (4-bromo-benzotrifluoride), CC(C)([O-])C.[K+] (potassium tert-butoxide), CC(C)C1=CC(=C(C(=C1)C(C)C)C2=C(C=CC=C2)P(C3CCCCC3)C4CCCCC4)C(C)C (XPhos). Reagents/catalysts: C(C)(=O)[O-].[Pd+2].C(C)(=O)[O-] (palladium (II) acetate). Run in C1CCOC1 (THF). Reaction conditions: temperature 110 celsius. Yields the product C(C1=CC=CC=C1)C1=NN=C(C2=CC=CC=C12)N1CCN(CC1)C1=CC=C(C=C1)C(F)(F)F (1-Benzyl-4-[4-(4-trifluoromethyl-phenyl)-piperazin-1-yl]-phthalazine). The yield is 36.6%. RXN SMILES: [CH2:1]([C:8]1[C:17]2[C:12](=[CH:13][CH:14]=[CH:15][CH:16]=2)[C:11]([N:18]2[CH2:23][CH2:22][NH:21][CH2:20][CH2:19]2)=[N:10][N:9]=1)[C:2]1[CH:7]=[CH:6][CH:5]=[CH:4][CH:3]=1.Br[C:25]1[CH:30]=[CH:29][C:28]([C:31]([F:34])([F:33])[F:32])=[CH:27][CH:26]=1.CC(C)([O-])C.[K+].CC(C1C=C(C(C)C)C(C2C=CC=CC=2P(C2CCCCC2)C2CCCCC2)=C(C(C)C)C=1)C>C1COCC1.C([O-])(=O)C.[Pd+2].C([O-])(=O)C>[CH2:1]([C:8]1[C:17]2[C:12](=[CH:13][CH:14]=[CH:15][CH:16]=2)[C:11]([N:18]2[CH2:23][CH2:22][N:21]([C:25]3[CH:30]=[CH:29][C:28]([C:31]([F:34])([F:33])[F:32])=[CH:27][CH:26]=3)[CH2:20][CH2:19]2)=[N:10][N:9]=1)[C:2]1[CH:3]=[CH:4][CH:5]=[CH:6][CH:7]=1 |f:2.3,6.7.8|. Procedure: To a solution of 1-benzyl-4-piperazin-1yl-phthalazine (100 mg, 0.329 mmol) in 1 mL THF is added 4-bromo-benzotrifluoride (99 mg, 0.443 mmol), potassium tert-butoxide (55.3 mg, 0.493 mmol), XPhos [2-(Dicyclohexylphosphino)-2′,4′,6′-tri-1-propyl-1′-1′-biphenyl] (15.7 mg, 0.033 mmol), and palladium (II) acetate (11 mg, 0.16 mmol) in a 2 dram screw-top vial. The vial is evacuated and flushed with argon. The reaction mixture was heated to 110° C. for 18 hrs. The mixture is then poured into water (50 ... Reactants: [Na] (sodium), ClC1=NC(=CC(=C1)N)Cl (2,6-dichloro-pyridin-4-ylamine), CO (MeOH). Run at temperature 150 celsius, time 30 minute. The product is ClC1=NC(=CC(=C1)N)OC (2-Chloro-6-methoxy-pyridin-4-ylamine). RXN SMILES: [Na].[Cl:2][C:3]1[CH:8]=[C:7]([NH2:9])[CH:6]=[C:5](Cl)[N:4]=1.[CH3:11][OH:12]>>[Cl:2][C:3]1[CH:8]=[C:7]([NH2:9])[CH:6]=[C:5]([O:12][CH3:11])[N:4]=1 |^1:0|. Procedure: To a solution of 1.84 g (44.0 mmol) sodium in 40 mL MeOH was added 6.72 g (40.0 mmol) 2,6-dichloro-pyridin-4-ylamine. The reaction mixture was stirred at 150° C. for 30 min under microwave irradiation. The solvent was evaporated and ice water was added. The precipitate was filtered off, washed with water and dried.